Task: describe an organic reaction: reactants, conditions, products, and yield. Dataset: the Open Reaction Database (ORD), a public repository of structured organic reaction records The reactants are [OH-].[Na+] (sodium hydroxide), ClC1=C(C(=C(C(=O)OC)C=C1)SC)C(=C)C (methyl 4-chloro-3-isopropenyl-2-(methylsulphenyl)benzoate), C(C)O (Ethanol). Run in O (water). Product: ClC1=C(C(=C(C(=O)O)C=C1)SC)C(=C)C (4-chloro-3-isopropenyl-2-(methylsulphenyl)benzoic acid). Yield: 89.1%. RXN SMILES: [OH-].[Na+].[Cl:3][C:4]1[CH:13]=[CH:12][C:7]([C:8]([O:10]C)=[O:9])=[C:6]([S:14][CH3:15])[C:5]=1[C:16]([CH3:18])=[CH2:17].C(O)C>O>[Cl:3][C:4]1[CH:13]=[CH:12][C:7]([C:8]([OH:10])=[O:9])=[C:6]([S:14][CH3:15])[C:5]=1[C:16]([CH3:18])=[CH2:17] |f:0.1|. Procedure: A solution of sodium hydroxide (7.0 g) in water was added to methyl 4-chloro-3-isopropenyl-2-(methylsulphenyl)benzoate (7.3 g) and the resulting mixture was heated at reflux for 2 hours. Ethanol was added and the mixture was heated at reflux for 1 hour. The ethanol was removed by evaporation and the aqueous residue was acidified to pH 1. It was extracted with ethyl acetate, washed with water, dried (MgSO4) and filtered. The filtrate was evaporated to dryness to give 4-chloro-3-isopropenyl-2-(met... The reactants are CN1N(C(C(=C1C)C(=O)O)=O)C1=CC=CC=C1 (1,5-dimethyl-3-oxo-2-phenyl-2,3-dihydro-1H-pyrazole-4-carboxylic acid), NC1=C(C(=C(OC2=CC(=NC=C2)C(=O)N)C=C1)F)F (4-(4-amino-2,3-difluorophenoxy)picolinamide), CN1N(C(C(=C1C)C(=O)O)=O)C1=CC=CC=C1 (1,5-dimethyl-3-oxo-2-phenyl-2,3-dihydro-1H-pyrazole-4-carboxylic acid), CCN=C=NCCCN(C)C (EDCI), C1=CC2=C(N=C1)N(N=N2)O (HOAT). Run in C(Cl)Cl (DCM). Run at temperature 45 celsius, time 12 hour. The product is CN1N(C(C(=C1C)C(=O)NC1=C(C(=C(OC2=CC(=NC=C2)C(=O)N)C=C1)F)F)=O)C1=CC=CC=C1 (4-(4-(1,5-dimethyl-3-oxo-2-phenyl-2,3-dihydro-1H-pyrazole-4-carboxamido)-2,3-difluorophenoxy)picolinamide). The yield is 33.1%. Reaction SMILES: [NH2:1][C:2]1[CH:17]=[CH:16][C:5]([O:6][C:7]2[CH:12]=[CH:11][N:10]=[C:9]([C:13]([NH2:15])=[O:14])[CH:8]=2)=[C:4]([F:18])[C:3]=1[F:19].[CH3:20][N:21]1[C:25]([CH3:26])=[C:24]([C:27](O)=[O:28])[C:23](=[O:30])[N:22]1[C:31]1[CH:36]=[CH:35][CH:34]=[CH:33][CH:32]=1.CCN=C=NCCCN(C)C.C1C=NC2N(O)N=NC=2C=1>C(Cl)Cl>[CH3:20][N:21]1[C:25]([CH3:26])=[C:24]([C:27]([NH:1][C:2]2[CH:17]=[CH:16][C:5]([O:6][C:7]3[CH:12]=[CH:11][N:10]=[C:9]([C:13]([NH2:15])=[O:14])[CH:8]=3)=[C:4]([F:18])[C:3]=2[F:19])=[O:28])[C:23](=[O:30])[N:22]1[C:31]1[CH:36]=[CH:35][CH:34]=[CH:33][CH:32]=1. Reported procedure: To a suspension of 4-(4-amino-2,3-difluorophenoxy)picolinamide (180 mg, 0.68 mmol) and 1,5-dimethyl-3-oxo-2-phenyl-2,3-dihydro-1H-pyrazole-4-carboxylic acid (161 mg, 0.69 mmol) in DCM (4 mL) was added EDCI (157 mg, 0.82 mmol) and HOAT (19 mg, 0.14 mmol). The mixture was stirred at 45° C. for 12 hours, then more 1,5-dimethyl-3-oxo-2-phenyl-2,3-dihydro-1H-pyrazole-4-carboxylic acid (87 mg, 0.37 mmol) was added and the reaction was further stirred at 45° C. for 5 hours. The mixture was cooled to rt...